This data is from the Open Reaction Database (ORD), a public repository of structured organic reaction records. The task is: describe an organic reaction: reactants, conditions, products, and yield Starting materials: NC=1N(C=C(C1)C#N)C1=C(C=C(C=C1Cl)C(F)(F)F)Cl (2-amino-1-(2,6-dichloro4-trifluoromethylphenyl)4-cyanopyrrole), IN1C(CCC1=O)=O (N-iodosuccinimide). The solvent is O (water), C(C)#N (acetonitrile). Conditions: time 30 minute. The product is NC=1N(C=C(C1I)C#N)C1=C(C=C(C=C1Cl)C(F)(F)F)Cl (2-Amino-4-cyano-1-(2,6-dichloro-4-trifluoromethylphenyl)-3-iodopyrrole). RXN SMILES: [NH2:1][C:2]1[N:3]([C:9]2[C:14]([Cl:15])=[CH:13][C:12]([C:16]([F:19])([F:18])[F:17])=[CH:11][C:10]=2[Cl:20])[CH:4]=[C:5]([C:7]#[N:8])[CH:6]=1.[I:21]N1C(=O)CCC1=O>C(#N)C.O>[NH2:1][C:2]1[N:3]([C:9]2[C:14]([Cl:15])=[CH:13][C:12]([C:16]([F:19])([F:17])[F:18])=[CH:11][C:10]=2[Cl:20])[CH:4]=[C:5]([C:7]#[N:8])[C:6]=1[I:21]. Procedure details: To a solution of 2-amino-1-(2,6-dichloro4-trifluoromethylphenyl)4-cyanopyrrole (EP-372982 A2) in acetonitrile (20 ml) was added N-iodosuccinimide (703 mg). The reaction was stirred at room temperature for 30 minutes, diluted with water (100 ml) and extracted with ether (100 ml). The organic fraction was separated, dried over MgSO4, filtered and evaporated to dryness, the residue was purified by column chromatography (silica, 20 g) eluted with dichloromethane:hexane (7:3) to give the title compou... Reactants: O=C1CCC(=O)N1Br, CC(C)CCc1cc(C(F)(F)F)nc2ccnn12, ClC(Cl)Cl. Product: CC(C)CCc1cc(C(F)(F)F)nc2c(Br)cnn12. Reaction SMILES: [Br:19][N:20]1[C:21](=[O:22])[CH2:23][CH2:24][C:25]1=[O:26].[CH2:1]([CH2:2][CH:3]([CH3:4])[CH3:5])[c:6]1[cH:7][c:8]([C:15]([F:16])([F:17])[F:18])[n:9][c:10]2[n:11]1[n:12][cH:13][cH:14]2.[CH:27]([Cl:28])([Cl:29])[Cl:30]>>[CH2:1]([CH2:2][CH:3]([CH3:4])[CH3:5])[c:6]1[cH:7][c:8]([C:15]([F:16])([F:17])[F:18])[n:9][c:10]2[n:11]1[n:12][cH:13][c:14]2[Br:19]. Reactants: CC(C)(C)S(=O)N[C@H](C)C=1C=NC(=CC1)C(F)(F)F (2-methyl-N-{(1R)-1-[6-(trifluoromethyl)-3-pyridinyl]ethyl}-2-propanesulfinamide), Cl (hydrogen chloride). The solvent is CO (methyl alcohol). Run at time 30 minute. Product: hydrochloride salt, FC(C1=CC=C(C=N1)[C@@H](C)N)(F)F ((1R)-1-[6-(Trifluoromethyl)-3-pyridinyl]ethanamine). Isolated yield 98.1%. As a reaction SMILES: CC(S([NH:7][C@@H:8]([C:10]1[CH:11]=[N:12][C:13]([C:16]([F:19])([F:18])[F:17])=[CH:14][CH:15]=1)[CH3:9])=O)(C)C.Cl>CO>[F:18][C:16]([F:17])([F:19])[C:13]1[N:12]=[CH:11][C:10]([C@H:8]([NH2:7])[CH3:9])=[CH:15][CH:14]=1. Procedure: To a solution of 2-methyl-N-{(1R)-1-[6-(trifluoromethyl)-3-pyridinyl]ethyl}-2-propanesulfinamide (41.6 g, 141 mmol) in methyl alcohol (470 mL) at 0° C. was added hydrogen chloride (4.0 M in dioxane; 106 mL, 424 mmol). After 30 min, the mixture was concentrated to dryness. The residue was recrystallized using ethyl alcohol (15 mL) and ether (40 mL). The white solid was filtered and dried under reduced pressure to give the hydrochloride salt of the title compound (26.3 g). MS 191.2 (M+1). 1H NMR (... The reactants are C(C1=CC=CC=C1)C1CCN(CC1)C(C(=O)O)=O ((4-benzyl-piperidin-1-yl)-oxo-acetic acid), NC=1C=C2CCCC2=CC1 (5-aminoindan). Solvent: C(C)OCC (diethylether). Product: C(C1=CC=CC=C1)C1CCN(CC1)C(C(=O)NC=1C=C2CCCC2=CC1)=O (2-(4-Benzyl-piperidin-1-yl)-N-(indan-5-yl)-2-oxo-acetamide). As a reaction SMILES: [CH2:1]([CH:8]1[CH2:13][CH2:12][N:11]([C:14](=[O:18])[C:15]([OH:17])=O)[CH2:10][CH2:9]1)[C:2]1[CH:7]=[CH:6][CH:5]=[CH:4][CH:3]=1.[NH2:19][C:20]1[CH:21]=[C:22]2[C:26](=[CH:27][CH:28]=1)[CH2:25][CH2:24][CH2:23]2>C(OCC)C>[CH2:1]([CH:8]1[CH2:9][CH2:10][N:11]([C:14](=[O:18])[C:15]([NH:19][C:20]2[CH:21]=[C:22]3[C:26](=[CH:27][CH:28]=2)[CH2:25][CH2:24][CH2:23]3)=[O:17])[CH2:12][CH2:13]1)[C:2]1[CH:3]=[CH:4][CH:5]=[CH:6][CH:7]=1. Reported procedure: The title compound is prepared from (4-benzyl-piperidin-1-yl)-oxo-acetic acid (Example 5b) and 5-aminoindan (Aldrich) according to the method described in Example 1c. Melting Point: 106-109° C. (diethylether) Starting materials: [Cl-].COC[P+](C1=CC=CC=C1)(C1=CC=CC=C1)C1=CC=CC=C1 (Methoxymethyl triphenylphosphonium chloride), C1(CCCC1)CCC=O (3-cyclopentyl-propionaldehyde), CC(C)([O-])C.[K+] (potassium tert-butoxide), Cl (hydrochloric acid). Run in C(C)OCC (diethyl ether), O1CCCC1 (tetrahydrofuran), O1CCCC1 (tetrahydrofuran), O1CCCC1 (tetrahydrofuran). Conditions: time 10 minute. Yields the product C1(CCCC1)CCCC=O (4-cyclopentyl-butyraldehyde). Yield: 54.0%. Reaction SMILES: [Cl-].[CH3:2][O:3]C[P+](C1C=CC=CC=1)(C1C=CC=CC=1)C1C=CC=CC=1.CC(C)([O-])C.[K+].[CH:30]1([CH2:35][CH2:36][CH:37]=O)[CH2:34][CH2:33][CH2:32][CH2:31]1.Cl>O1CCCC1.C(OCC)C>[CH:30]1([CH2:35][CH2:36][CH2:37][CH:2]=[O:3])[CH2:31][CH2:32][CH2:33][CH2:34]1 |f:0.1,2.3|. Procedure: Methoxymethyl triphenylphosphonium chloride (36 g, 0.11 mol) was suspended in anhydrous tetrahydrofuran (400 mL) and treated with potassium tert-butoxide (12.8 g, 0.11 mol). The reaction stirred for 10 minutes and 3-cyclopentyl-propionaldehyde (10.29 g, 0.082 mol, Example 76) was added dropwise as a solution in anhydrous tetrahydrofuran (100 mL). After 24 hours the reaction was quenched with water. The reaction was diluted with diethyl ether (600 mL) and washed with water (3×300 mL). The organic... The reactants are C1(=CC=CC=C1)CC(=O)N[C@H]1[C@@H]2N(C(=C(CS2)OS(=O)(=O)C(F)(F)F)C(=O)OCC2=CC=C(C=C2)OC)C1=O (4-Methoxybenzyl (6R,7R)-7-phenylacetamido-3-trifluoromethane-sulphonyloxyceph-3-em-4-carboxylate), C(CCC)[Sn](C=1OCCC1)(CCCC)CCCC (tri-n-butyl(4,5-dihydrofuran-2-yl)stannane), CCCCCC (hexane). The reagents and catalysts are C=1C=CC(=CC1)/C=C/C(=O)/C=C/C2=CC=CC=C2.C=1C=CC(=CC1)/C=C/C(=O)/C=C/C2=CC=CC=C2.[Pd] (bis(dibenzylideneacetone)-palladium (0)). Solvent: CN1C(CCC1)=O (N-methylpyrrolidinone), C(C)(=O)OCC (ethyl acetate), C(C)(=O)OCC (ethyl acetate). Yields the product O1C(=CCC1)C=1CS[C@H]2N(C1C(=O)OCC1=CC=C(C=C1)OC)C([C@H]2NC(CC2=CC=CC=C2)=O)=O (4-Methoxybenzyl (6R,7R)-3-(4,5-dihydrofuran-2-yl)-7-phenylacetamido-ceph-3-em-4-carboxylate). As a reaction SMILES: [C:1]1([CH2:7][C:8]([NH:10][C@@H:11]2[C:38](=[O:39])[N:13]3[C:14]([C:26]([O:28][CH2:29][C:30]4[CH:35]=[CH:34][C:33]([O:36][CH3:37])=[CH:32][CH:31]=4)=[O:27])=[C:15](OS(C(F)(F)F)(=O)=O)[CH2:16][S:17][C@H:12]23)=[O:9])[CH:6]=[CH:5][CH:4]=[CH:3][CH:2]=1.C([Sn](CCCC)(CCCC)[C:45]1[O:46][CH2:47][CH2:48][CH:49]=1)CCC.CCCCCC>CN1CCCC1=O.C(OCC)(=O)C.C1C=CC(/C=C/C(/C=C/C2C=CC=CC=2)=O)=CC=1.C1C=CC(/C=C/C(/C=C/C2C=CC=CC=2)=O)=CC=1.[Pd]>[O:46]1[CH2:47][CH2:48][CH:49]=[C:45]1[C:15]1[CH2:16][S:17][C@@H:12]2[C@H:11]([NH:10][C:8](=[O:9])[CH2:7][C:1]3[CH:6]=[CH:5][CH:4]=[CH:3][CH:2]=3)[C:38](=[O:39])[N:13]2[C:14]=1[C:26]([O:28][CH2:29][C:30]1[CH:31]=[CH:32][C:33]([O:36][CH3:37])=[CH:34][CH:35]=1)=[O:27] |f:5.6.7|. Procedure: 4-Methoxybenzyl (6R,7R)-7-phenylacetamido-3-trifluoromethane-sulphonyloxyceph-3-em-4-carboxylate (0.10 g), bis(dibenzylideneacetone)-palladium (0) (0.003 g) and tri-n-butyl(4,5-dihydrofuran-2-yl)stannane (0.122 g, 0.108 ml ) in dry N-methylpyrrolidinone (0.5 ml) were stirred together for 0.25 h. T.l.c. analysis (50% ethyl acetate--hexane) showed no starting material. The mixture was diluted with ethyl acetate, washed three times with water and with brine and then dried. The solution was concentr... The reactants are C#Cc1cccc(N)c1, C1CCOC1, Cc1cc(C(=O)Cl)n(C)n1, [Cl-]. The product is C#Cc1cccc(NC(=O)c2cc(C)nn2C)c1. As a reaction SMILES: [C:11](#[CH:12])[c:13]1[cH:14][c:15]([NH2:19])[cH:16][cH:17][cH:18]1.[CH2:21]1[O:22][CH2:23][CH2:24][CH2:25]1.[CH3:1][n:2]1[n:3][c:4]([CH3:10])[cH:5][c:6]1[C:7](=[O:8])[Cl:9].[Cl-:20]>>[CH3:1][n:2]1[n:3][c:4]([CH3:10])[cH:5][c:6]1[C:7](=[O:8])[NH:19][c:15]1[cH:14][c:13]([C:11]#[CH:12])[cH:18][cH:17][cH:16]1. Reactants: [OH-].C(CCC)[N+](CCCC)(CCCC)CCCC (tetrabutylammonium hydroxide), C(#N)C1=CNC=C1C(F)(F)F (3-cyano-4-trifluoromethyl-1H-pyrole), O1CCCC1 (tetrahydrofuran), C=O (formaldehyde), ice water. The solvent is O (water), O (water). Run at time 30 minute. The product is OCN1C=C(C(=C1)C(F)(F)F)C#N (1-hydroxymethyl-3-cyano-4-trifluoromethyl-1H-pyrole). RXN SMILES: [C:1]([C:3]1[C:7]([C:8]([F:11])([F:10])[F:9])=[CH:6][NH:5][CH:4]=1)#[N:2].[O:12]1CCC[CH2:13]1.C=O.[OH-].C([N+](CCCC)(CCCC)CCCC)CCC>O>[OH:12][CH2:13][N:5]1[CH:6]=[C:7]([C:8]([F:11])([F:9])[F:10])[C:3]([C:1]#[N:2])=[CH:4]1 |f:3.4|. Procedure details: 585 mg of 3-cyano-4-trifluoromethyl-1H-pyrole, 10 ml of tetrahydrofuran and 10 ml of formaldehyde 36% in water were mixed. 0.1 ml of tetrabutylammonium hydroxide 10% in water was added to the mixture at room temperature, followed by stirring at room temperature for 30 minutes. The reaction mixture was poured into ice-water, and extracted with ethyl acetate. The organic layer was washed with saturated aqueous sodium chloride solution, dried over anhydrous magnesium sulfate, and filtered. The filt...